The task is: describe an organic reaction: reactants, conditions, products, and yield. This data is from the Open Reaction Database (ORD), a public repository of structured organic reaction records. Starting materials: C(C1=CC=CC=C1)O[C@H]1C[C@H]2N=C(S[C@H]2O[C@@H]1C(C)O)N(C(OC(C)(C)C)=O)C (tert-butyl ((3aR,5R,6S,7aR)-6-(benzyloxy)-5-(1-hydroxyethyl)-5,6,7,7a-tetrahydro-3aH-pyrano[3,2-d]thiazol-2-yl)(methyl)carbamate). Solvent: C(Cl)Cl (DCM). Reaction conditions: time 3 hour. Product: C(C)(=O)[C@@H]1[C@H](C[C@H]2N=C(S[C@H]2O1)N(C(OC(C)(C)C)=O)C)OCC1=CC=CC=C1 (tert-butyl ((3aR,5S,6S,7aR)-5-acetyl-6-(benzyloxy)-5,6,7,7a-tetrahydro-3aH-pyrano[3,2-d]thiazol-2-yl)(methyl)carbamate). Isolated yield 79.2%. Reaction SMILES: [CH2:1]([O:8][C@@H:9]1[C@@H:17]([CH:18]([OH:20])[CH3:19])[O:16][C@H:15]2[C@H:11]([N:12]=[C:13]([N:21]([CH3:29])[C:22](=[O:28])[O:23][C:24]([CH3:27])([CH3:26])[CH3:25])[S:14]2)[CH2:10]1)[C:2]1[CH:7]=[CH:6][CH:5]=[CH:4][CH:3]=1>C(Cl)Cl>[C:18]([C@H:17]1[O:16][C@H:15]2[C@H:11]([N:12]=[C:13]([N:21]([CH3:29])[C:22](=[O:28])[O:23][C:24]([CH3:26])([CH3:27])[CH3:25])[S:14]2)[CH2:10][C@@H:9]1[O:8][CH2:1][C:2]1[CH:3]=[CH:4][CH:5]=[CH:6][CH:7]=1)(=[O:20])[CH3:19]. Procedure details: To a solution of tert-butyl ((3aR,5R,6S,7aR)-6-(benzyloxy)-5-(1-hydroxyethyl)-5,6,7,7a-tetrahydro-3aH-pyrano[3,2-d]thiazol-2-yl)(methyl)carbamate (0.406 g, 0.961 mmol) in dry DCM (20 mL) was added DMP (0.615 g, 1.45 mmol). The reaction mixture was stirred at room temperature for 3 h, and then concentrated. The residue was diluted with saturated aqueous NaHCO3 solution (20 mL) and 1 M Na2S2O3 aqueous solution (5 mL), and extracted with EtOAc (2×20 mL). The combined extract was dried over Na2SO4. ... Reactants: C(C)(C)(C)OC(=O)N(C)CC=1C=C(N(C1)S(=O)(=O)C=1C=C(C(=O)O)C=CC1)C1=CC=CC=C1 (3-[(4-{[(tert-butoxycarbonyl)(methyl)amino]methyl}-2-phenyl-1H-pyrrol-1-yl)sulfonyl]benzoic acid), Cl.C(C)N=C=NCCCN(C)C (1-ethyl-3-(3-dimethylaminopropyl)-carbodiimide hydrochloride), ON1N=NC2=C1C=CC=C2 (1-hydroxy-1H-benzotriazole), C1(CC1)N (cyclopropylamine). Run in O (water), CN(C=O)C (N,N-dimethylformamide). Reaction conditions: time 30 minute. The product is C1(CC1)NC(=O)C=1C=C(C=CC1)S(=O)(=O)N1C=C(C=C1C1=CC=CC=C1)CN(C(OC(C)(C)C)=O)C (tert-Butyl {[1-({3-[(cyclopropylamino)carbonyl]phenyl}sulfonyl)-5-phenyl-1H-pyrrol-3-yl]methyl}methylcarbamate). As a reaction SMILES: [C:1]([O:5][C:6]([N:8]([CH2:10][C:11]1[CH:12]=[C:13]([C:28]2[CH:33]=[CH:32][CH:31]=[CH:30][CH:29]=2)[N:14]([S:16]([C:19]2[CH:20]=[C:21]([CH:25]=[CH:26][CH:27]=2)[C:22]([OH:24])=O)(=[O:18])=[O:17])[CH:15]=1)[CH3:9])=[O:7])([CH3:4])([CH3:3])[CH3:2].Cl.C(N=C=N[CH2:40][CH2:41][CH2:42][N:43](C)C)C.ON1C2C=CC=CC=2N=N1.C1(N)CC1>CN(C)C=O.O>[CH:42]1([NH:43][C:22]([C:21]2[CH:20]=[C:19]([S:16]([N:14]3[C:13]([C:28]4[CH:29]=[CH:30][CH:31]=[CH:32][CH:33]=4)=[CH:12][C:11]([CH2:10][N:8]([CH3:9])[C:6](=[O:7])[O:5][C:1]([CH3:4])([CH3:3])[CH3:2])=[CH:15]3)(=[O:18])=[O:17])[CH:27]=[CH:26][CH:25]=2)=[O:24])[CH2:40][CH2:41]1 |f:1.2|. Procedure details: To a solution (5 mL) of 3-[(4-{[(tert-butoxycarbonyl)(methyl)amino]methyl}-2-phenyl-1H-pyrrol-1-yl)sulfonyl]benzoic acid (150 mg) in N,N-dimethylformamide were added 1-ethyl-3-(3-dimethylaminopropyl)-carbodiimide hydrochloride (92 mg), 1-hydroxy-1H-benzotriazole (73 mg) and cyclopropylamine (27 mg) at room temperature. After stirring at the same temperature for 30 min, water was added and the mixture was extracted with ethyl acetate. The extract was washed with water and saturated brine, dried o... Procedure details: To a stirred solution of 2 (117.0 g, 243.8 mmol) and Hunig's base (diisopropylethylamine, 63.0 g, 487.5 mmol) in CH2Cl2 (400 mL) at 23° C. was added a solution of benzyl chloromethyl ether (40.7 g, 260.0 mmol) over a 15 min. period. The resultant mixture was maintained at 23° C. and stirred for 14 h. Ether (1 L) was added to the mixture and the ethereal solution was washed with 10% aqueous HCl (1×100 mL) and H2O (200 mL). The organic layer was dried (MgSO4) and concentrated under reduced pressur... The solvent is C(Cl)Cl (CH2Cl2). Yield: 88.0%. As a reaction SMILES: [Si:1]([O:18][CH2:19][C@H:20]1[O:24][C@@H:23]([N:25]2[CH:33]=[C:31]([CH3:32])[C:29](=[O:30])[NH:28][C:26]2=[O:27])[CH2:22][C@@H:21]1[OH:34])([C:14]([CH3:17])([CH3:16])[CH3:15])([C:8]1[CH:13]=[CH:12][CH:11]=[CH:10][CH:9]=1)[C:2]1[CH:7]=[CH:6][CH:5]=[CH:4][CH:3]=1.CCN(C(C)C)C(C)C.Cl[CH2:45][O:46][CH2:47][C:48]1[CH:53]=[CH:52][CH:51]=[CH:50][CH:49]=1.CCOCC>C(Cl)Cl>[CH2:47]([O:46][CH2:45][N:28]1[C:29](=[O:30])[C:31]([CH3:32])=[CH:33][N:25]([C@@H:23]2[O:24][C@H:20]([CH2:19][O:18][Si:1]([C:14]([CH3:15])([CH3:17])[CH3:16])([C:2]3[CH:7]=[CH:6][CH:5]=[CH:4][CH:3]=3)[C:8]3[CH:13]=[CH:12][CH:11]=[CH:10][CH:9]=3)[C@@H:21]([OH:34])[CH2:22]2)[C:26]1=[O:27])[C:48]1[CH:53]=[CH:52][CH:51]=[CH:50][CH:49]=1. Reaction conditions: time 14 hour. Starting materials: resultant mixture, CCOCC (Ether), [Si](C1=CC=CC=C1)(C1=CC=CC=C1)(C(C)(C)C)OC[C@@H]1[C@H](C[C@@H](O1)N1C(=O)NC(=O)C(C)=C1)O (5′-O-tert-Butyldiphenylsilylthymidine), CCN(C(C)C)C(C)C (Hunig's base), ClCOCC1=CC=CC=C1 (benzyl chloromethyl ether). The product is C(C1=CC=CC=C1)OCN1C(N([C@H]2C[C@H](O)[C@@H](CO[Si](C3=CC=CC=C3)(C3=CC=CC=C3)C(C)(C)C)O2)C=C(C1=O)C)=O (N3-Benzyloxymethyl-5′-O-tert-butyldiphenylsilylthymidine).